Dataset: the Open Reaction Database (ORD), a public repository of structured organic reaction records. Task: describe an organic reaction: reactants, conditions, products, and yield The reactants are CCc1cc(COc2nn(Cc3ccccc3)cc2CO)ccc1OCc1nc(-c2ccco2)oc1C, C1CCOC1. The product is CCc1cc(COc2nn(Cc3ccccc3)cc2C=O)ccc1OCc1nc(-c2ccco2)oc1C. As a reaction SMILES: [CH2:1]([c:2]1[cH:3][cH:4][cH:5][cH:6][cH:7]1)[n:8]1[n:9][c:10]([O:15][CH2:16][c:17]2[cH:18][c:19]([CH2:36][CH3:37])[c:20]([O:23][CH2:24][c:25]3[n:26][c:27](-[c:31]4[o:32][cH:33][cH:34][cH:35]4)[o:28][c:29]3[CH3:30])[cH:21][cH:22]2)[c:11]([CH2:13][OH:14])[cH:12]1.[O:38]1[CH2:39][CH2:40][CH2:41][CH2:42]1>>[CH2:1]([c:2]1[cH:3][cH:4][cH:5][cH:6][cH:7]1)[n:8]1[n:9][c:10]([O:15][CH2:16][c:17]2[cH:18][c:19]([CH2:36][CH3:37])[c:20]([O:23][CH2:24][c:25]3[n:26][c:27](-[c:31]4[o:32][cH:33][cH:34][cH:35]4)[o:28][c:29]3[CH3:30])[cH:21][cH:22]2)[c:11]([CH:13]=[O:14])[cH:12]1. Starting materials: Br, Br, Cc1ccc(S(=O)(=O)n2ccc3c2CCCC32OCC(CNC(C)C)O2)cc1, C1COCCO1, c1ccncc1. The product is Cc1ccc(S(=O)(=O)n2ccc3c2CCC(Br)C32OCC(CNC(C)C)O2)cc1. Reaction SMILES: [Br:29].[BrH:30].[CH:1]([CH3:2])([CH3:3])[NH:4][CH2:5][CH:6]1[O:7][C:8]2([O:9][CH2:10]1)[c:11]1[cH:12][cH:13][n:14]([S:19](=[O:20])(=[O:21])[c:22]3[cH:23][cH:24][c:25]([CH3:28])[cH:26][cH:27]3)[c:15]1[CH2:16][CH2:17][CH2:18]2.[O:37]1[CH2:38][CH2:39][O:40][CH2:41][CH2:42]1.[n:31]1[cH:32][cH:33][cH:34][cH:35][cH:36]1>>[CH:1]([CH3:2])([CH3:3])[NH:4][CH2:5][CH:6]1[O:7][C:8]2([O:9][CH2:10]1)[c:11]1[cH:12][cH:13][n:14]([S:19](=[O:20])(=[O:21])[c:22]3[cH:23][cH:24][c:25]([CH3:28])[cH:26][cH:27]3)[c:15]1[CH2:16][CH2:17][CH:18]2[Br:30]. Reactants: COC(=O)c1ccc2c(c1)OC(C)C(=O)N2, CN(C)C=O, CCOC(C)=O, BrC1CCCC1, [H-], [Na+], O. Yields the product COC(=O)c1ccc2c(c1)OC(C)C(=O)N2C1CCCC1. As a reaction SMILES: [CH3:1][O:2][C:3](=[O:4])[c:5]1[cH:6][c:7]2[c:8]([cH:15][cH:16]1)[NH:9][C:10](=[O:14])[CH:11]([CH3:13])[O:12]2.[CH3:26][N:27]([CH3:28])[CH:29]=[O:30].[CH3:31][CH2:32][O:33][C:34](=[O:35])[CH3:36].[CH:19]1([Br:24])[CH2:20][CH2:21][CH2:22][CH2:23]1.[H-:17].[Na+:18].[OH2:25]>>[CH3:1][O:2][C:3](=[O:4])[c:5]1[cH:6][c:7]2[c:8]([cH:15][cH:16]1)[N:9]([CH:19]1[CH2:20][CH2:21][CH2:22][CH2:23]1)[C:10](=[O:14])[CH:11]([CH3:13])[O:12]2. Starting materials: O (Water), OC1=CC=C(C=O)C=C1 (4-Hydroxybenzaldehyde), CC1=C(CBr)C=CC=C1 (2-methyl benzyl bromide), C([O-])([O-])=O.[Cs+].[Cs+] (cesium carbonate). The solvent is CN(C=O)C (dimethylformamide). Conditions: time 1 hour. The product is CC1=C(COC2=CC=C(C=O)C=C2)C=CC=C1 (4-[(2-Methylbenzyl)oxy]benzaldehyde). Yield: 103.0%. Reaction SMILES: [OH:1][C:2]1[CH:9]=[CH:8][C:5]([CH:6]=[O:7])=[CH:4][CH:3]=1.[CH3:10][C:11]1[CH:18]=[CH:17][CH:16]=[CH:15][C:12]=1[CH2:13]Br.C(=O)([O-])[O-].[Cs+].[Cs+].O>CN(C)C=O>[CH3:10][C:11]1[CH:18]=[CH:17][CH:16]=[CH:15][C:12]=1[CH2:13][O:1][C:2]1[CH:9]=[CH:8][C:5]([CH:6]=[O:7])=[CH:4][CH:3]=1 |f:2.3.4|. Procedure: 4-Hydroxybenzaldehyde (10.0 g, 81.9 mmol) and 2-methyl benzyl bromide (40.0 g, 98.3 mmol) were dissolved in dimethylformamide (100 mL), and cesium carbonate (18.2 g, 123 mmol) was added thereto, and then, the resulting mixture was stirred under a nitrogen atmosphere at room temperature for 1 hour. Water was added to the reaction solution, and the organic matter was extracted with diethyl ether. The organic layer was washed with water and a saturated sodium chloride solution, then dried over anhy...